This data is from the Open Reaction Database (ORD), a public repository of structured organic reaction records. The task is: describe an organic reaction: reactants, conditions, products, and yield As a reaction SMILES: O1C2C=CC=[CH:11][C:6]=2[CH:5]=[CH:4][CH:3]=[N:2]1.[Cl:12][C:13]1[CH:14]=[CH:15][C:16]2[N:22](N=O)[CH2:21][CH2:20][O:19][CH2:18][C:17]=2[CH:25]=1.Cl.N1CCC(=O)CC1>>[ClH:12].[Cl:12][C:13]1[CH:14]=[C:15]2[C:4]3[CH2:3][NH:2][CH2:11][CH2:6][C:5]=3[N:22]3[C:16]2=[C:17]([CH:25]=1)[CH2:18][O:19][CH2:20][CH2:21]3 |f:2.3,4.5|. The reactants are O1N=CC=CC2=C1C=CC=C2 (benzoxazepine), Cl.N1CCC(CC1)=O (4-piperidone hydrochloride), ClC=1C=CC2=C(COCCN2N=O)C1 (7-chloro-1,2,3,5-tetrahydro-1-nitroso-4,1-benzoxazepine), 1-amino. Procedure: By the procedure described in Example 1, the appropriate benzoxazepine is converted to 7-chloro-1,2,3,5-tetrahydro-1-nitroso-4,1-benzoxazepine, m.p. 54°-56°. The latter is reduced to the corresponding 1-amino derivative hydrochloride, which is reacted with 4-piperidone hydrochloride to yield the title compound, m.p. 304°-305° . Product: Cl.ClC=1C=C2C3=C(COCCN3C3=C2CNCC3)C1 (6-chloro-1,2,8,9,10,11-hexahydro-4H-pyrido[3',4':4,5]pyrrolo[3,2,1-jk][4,1]benzoxazepine hydrochloride). Reactants: CC1=NCC(N=C1C)(C)C (HTMP), CNC (dimethylamine), P(OCC)(OCC)OCC (triethyl phosphite), C=O (paraformaldehyde), C(C)(C)(C)C1=C(C(=CC=C1)C(C)(C)C)O (2,6-di-tert-butylphenol). Conditions: temperature 85 celsius, time 1 hour. Yields the product C(C)(C)(C)C=1C=C(CP(OCC)(OCC)=O)C=C(C1O)C(C)(C)C (diethyl 3,5-di-tert-butyl-4-hydroxybenzylphosphonate). Reaction SMILES: [CH3:1]C1C(C)=NC(C)(C)CN=1.C=O.[C:13]([C:17]1[CH:22]=[CH:21][CH:20]=[C:19]([C:23]([CH3:26])([CH3:25])[CH3:24])[C:18]=1[OH:27])([CH3:16])([CH3:15])[CH3:14].CNC.[P:31]([O:38]CC)([O:35][CH2:36][CH3:37])[O:32][CH2:33][CH3:34]>>[C:23]([C:19]1[CH:20]=[C:21]([CH:22]=[C:17]([C:13]([CH3:16])([CH3:15])[CH3:14])[C:18]=1[OH:27])[CH2:1][P:31](=[O:38])([O:35][CH2:36][CH3:37])[O:32][CH2:33][CH3:34])([CH3:26])([CH3:25])[CH3:24]. Reported procedure: 3.2 g of HTMP (hydroxymethylpiperidine), 52.3 g of paraformaldehyde and 206.3 g of 2,6-di-tert-butylphenol are rendered inert and are initially introduced at 60° C. under reduced pressure into a double-jacketed flask with an outlet at the bottom, a baffle, an impeller stirrer and a sublevel air lock for gas introduction. 52 g of dimethylamine gas are introduced at this temperature and the mixture is stirred at 85° C. for 1 hour. Addition of 332 g of triethyl phosphite is then carried out, after ...